This data is from the Open Reaction Database (ORD), a public repository of structured organic reaction records. The task is: describe an organic reaction: reactants, conditions, products, and yield Starting materials: ClCC1SC(CC(S1)(C)C)(C)C (2-Chloromethyl-4,4,6,6-tetramethyl-1,3-dithiane), CN (methylamine), [OH-].[Na+] (sodium hydroxide). Reaction conditions: temperature 100 celsius. The product is CC1(SC(SC(C1)(C)C)CNC)C (N-(4,4,6,6-tetramethyl-1,3-dithian-2-ylmethyl)methylamine). RXN SMILES: Cl[CH2:2][CH:3]1[S:8][C:7]([CH3:10])([CH3:9])[CH2:6][C:5]([CH3:12])([CH3:11])[S:4]1.[OH-].[Na+].[CH3:15][NH2:16]>>[CH3:11][C:5]1([CH3:12])[CH2:6][C:7]([CH3:10])([CH3:9])[S:8][CH:3]([CH2:2][NH:16][CH3:15])[S:4]1 |f:1.2|. Reported procedure: 2-Chloromethyl-4,4,6,6-tetramethyl-1,3-dithiane (60 grams) and 40% aqueous methylamine (160 ml) are charged into a pressure vessel and heated, with agitation, at a temperature of about 100° C. for a period of about 16 hours under autogeneous pressure. At the end of this period, the reaction mixture is cooled to room temperature and 16 grams of sodium hydroxide are added. The resulting mixture is extracted with methylene chloride. The extract is dried, then stripped of solvent to yield the desire... Starting materials: N1=CC=C(C=C1)N1CCNCC1 (N-(4-Pyridyl)piperazine), BrC=1C=C2C=CC(=CC2=CC1)S(=O)(=O)C1=CC=C2C(C(=O)OC2=O)=C1 (5-(6-bromonaphth-2-ylsulphonyl)phthalic anhydride), C(C)OCC (Diethyl ether). Run in CN(C)C=O (DMF). Reaction conditions: time 1 hour. Yields the product BrC=1C=C2C=CC(=CC2=CC1)S(=O)(=O)C=1C=CC(=C(C(=O)O)C1)C(=O)N1CCN(CC1)C1=CC=NC=C1 (5-(6-bromonaphth-2-ylsulphonyl)-2-[4-(4-pyridyl)piperazin-1-ylcarbonyl]benzoic acid), BrC=1C=C2C=CC(=CC2=CC1)S(=O)(=O)C1=CC(=C(C(=O)O)C=C1)C(=O)N1CCN(CC1)C1=CC=NC=C1 (4-(6-bromonaphth-2-ylsulphonyl)-2-[4-(4-pyridyl)piperazin-1-ylcarbonyl]benzoic acid). As a reaction SMILES: [N:1]1[CH:6]=[CH:5][C:4]([N:7]2[CH2:12][CH2:11][NH:10][CH2:9][CH2:8]2)=[CH:3][CH:2]=1.[Br:13][C:14]1[CH:15]=[C:16]2[C:21](=[CH:22][CH:23]=1)[CH:20]=[C:19]([S:24]([C:27]1[CH:37]=[C:31]3[C:32]([O:34][C:35](=[O:36])[C:30]3=[CH:29][CH:28]=1)=[O:33])(=[O:26])=[O:25])[CH:18]=[CH:17]2.C(OCC)C>CN(C=O)C>[Br:13][C:14]1[CH:15]=[C:16]2[C:21](=[CH:22][CH:23]=1)[CH:20]=[C:19]([S:24]([C:27]1[CH:28]=[CH:29][C:30]([C:35]([N:10]3[CH2:9][CH2:8][N:7]([C:4]4[CH:5]=[CH:6][N:1]=[CH:2][CH:3]=4)[CH2:12][CH2:11]3)=[O:36])=[C:31]([CH:37]=1)[C:32]([OH:34])=[O:33])(=[O:26])=[O:25])[CH:18]=[CH:17]2.[Br:13][C:14]1[CH:15]=[C:16]2[C:21](=[CH:22][CH:23]=1)[CH:20]=[C:19]([S:24]([C:27]1[CH:28]=[CH:29][C:30]([C:35]([OH:36])=[O:34])=[C:31]([C:32]([N:10]3[CH2:9][CH2:8][N:7]([C:4]4[CH:5]=[CH:6][N:1]=[CH:2][CH:3]=4)[CH2:12][CH2:11]3)=[O:33])[CH:37]=1)(=[O:26])=[O:25])[CH:18]=[CH:17]2. Procedure: N-(4-Pyridyl)piperazine (0.163 g) was added, in one portion, to a stirred solution of 5-(6-bromonaphth-2-ylsulphonyl)phthalic anhydride (0.417 g.) in DMF (10 ml.) and the mixture was stirred at ambient temperature for 1 hour. Diethyl ether (40 ml.) was added and the mixture was stirred rapidly. The resultant white, amorphous precipitate was recovered by filtration. There was thus obtained a 1:1 mixture (0.474 g., 81%) of: 5-(6-bromonaphth-2-ylsulphonyl)-2-[4-(4-pyridyl)piperazin-1-ylcarbonyl]ben... The reactants are C(=O)([O-])[O-].[K+].[K+] (K2CO3), ClC1=CC=C(S1)S(=O)(=O)NC1(CC1)C(=O)OC (methyl 1-[(5-chloro-2-thienyl)sulfonylamino]cyclopropanecarboxylate), ICC (2-iodoethane). The solvent is CN(C)C=O (DMF). Run at temperature 50 celsius. Yields the product ClC1=CC=C(S1)S(=O)(=O)N(C1(CC1)C(=O)OC)CC (methyl 1-[(5-chloro-2-thienyl)sulfonyl-ethyl-amino]cyclopropanecarboxylate). The yield is 95.0%. RXN SMILES: [Cl:1][C:2]1[S:6][C:5]([S:7]([NH:10][C:11]2([C:14]([O:16][CH3:17])=[O:15])[CH2:13][CH2:12]2)(=[O:9])=[O:8])=[CH:4][CH:3]=1.C([O-])([O-])=O.[K+].[K+].I[CH2:25][CH3:26]>CN(C=O)C>[Cl:1][C:2]1[S:6][C:5]([S:7]([N:10]([CH2:25][CH3:26])[C:11]2([C:14]([O:16][CH3:17])=[O:15])[CH2:13][CH2:12]2)(=[O:9])=[O:8])=[CH:4][CH:3]=1 |f:1.2.3|. Procedure details: A solution of 16 (2 g, 6.7 mmol) in DMF (20 mL) was added with an. K2CO3 (1.5 mol eq, 1.4 g) and, after few minutes, 2-iodoethane (1.2 mol eq, 0.84 ml) was added and the mixture was heated at 50° C. for 4 h. The solvent was removed under reduced pressure, water was added to the residue (100 mL) and the aqueous phase was extracted with EtOAc (3×50 mL). The combined organic phases were dried over Na2SO4 and evaporated under reduced pressure to afford 17 as a pale yellow oil (2.1 g, 95% yield). 1HN... The reactants are CSC1=NC=CC(=N1)C=1C(=NNC1)C=1C=C2C(=NC1)N(C=C2)S(=O)(=O)C2=CC=CC=C2 (5-{4-[2-(methylthio)pyrimidin-4-yl]-1H-pyrazol-3-yl}-1-(phenylsulfonyl)-1H-pyrrolo[2,3-b]pyridine), BrCC#N (bromoacetonitrile), C([O-])([O-])=O.[K+].[K+] (Potassium Carbonate). Run in CN(C)C=O (DMF). Run at temperature 75 celsius, time 18 hour. Yields the product C1(=CC=CC=C1)S(=O)(=O)N1C=CC=2C1=NC=C(C2)C2=NN(C=C2C2=NC(=NC=C2)SC)CC#N ([3-(1-Benzenesulfonyl-1H-pyrrolo[2,3-b]pyridin-5-yl)-4-(2-methylsulfanyl-pyrimidin-4-yl)-pyrazol-1-yl]-acetonitrile). Yield: 63.6%. RXN SMILES: [CH3:1][S:2][C:3]1[N:8]=[C:7]([C:9]2[C:10]([C:14]3[CH:15]=[C:16]4[CH:22]=[CH:21][N:20]([S:23]([C:26]5[CH:31]=[CH:30][CH:29]=[CH:28][CH:27]=5)(=[O:25])=[O:24])[C:17]4=[N:18][CH:19]=3)=[N:11][NH:12][CH:13]=2)[CH:6]=[CH:5][N:4]=1.Br[CH2:33][C:34]#[N:35].C(=O)([O-])[O-].[K+].[K+]>CN(C=O)C>[C:26]1([S:23]([N:20]2[C:17]3=[N:18][CH:19]=[C:14]([C:10]4[C:9]([C:7]5[CH:6]=[CH:5][N:4]=[C:3]([S:2][CH3:1])[N:8]=5)=[CH:13][N:12]([CH2:33][C:34]#[N:35])[N:11]=4)[CH:15]=[C:16]3[CH:22]=[CH:21]2)(=[O:24])=[O:25])[CH:27]=[CH:28][CH:29]=[CH:30][CH:31]=1 |f:2.3.4|. Procedure: To a solution of the 5-{4-[2-(methylthio)pyrimidin-4-yl]-1H-pyrazol-3-yl}-1-(phenylsulfonyl)-1H-pyrrolo[2,3-b]pyridine (C-1-3) (638 mg, 1.42 mmol) and bromoacetonitrile (0.5 mL, 7 mmol) in DMF was added freshly ground Potassium Carbonate (254 mg, 1.84 mmol). The resulting suspension was stirred at 75° C. for 18 hr. LCMS showed complete consumption of starting material. The mixture was partitioned between ethyl acetate and saturated aqueous NaCl. The aqueous layer was extracted with ethyl acetate... Product: CC(C)N(Cc1cc(N)c(F)cc1Cl)C(C)C. Starting materials: CO, CCOCC, CC(=O)N(C(C)=O)c1cc(CN(C(C)C)C(C)C)c(Cl)cc1F, [K+], [OH-], O. As a reaction SMILES: [CH3:26][OH:27].[CH3:29][CH2:30][O:31][CH2:32][CH3:33].[CH:1]([CH3:2])([CH3:3])[N:4]([CH:5]([CH3:6])[CH3:7])[CH2:8][c:9]1[c:10]([Cl:23])[cH:11][c:12]([F:22])[c:13]([N:15]([C:16](=[O:17])[CH3:18])[C:19](=[O:20])[CH3:21])[cH:14]1.[K+:25].[OH-:24].[OH2:28]>>[CH:1]([CH3:2])([CH3:3])[N:4]([CH:5]([CH3:6])[CH3:7])[CH2:8][c:9]1[c:10]([Cl:23])[cH:11][c:12]([F:22])[c:13]([NH2:15])[cH:14]1.